From a dataset of the Open Reaction Database (ORD), a public repository of structured organic reaction records. describe an organic reaction: reactants, conditions, products, and yield Starting materials: ClC1=CC=C(CN2C(C=CC(=C2)Br)=O)C=C1 (1-(4-chlorobenzyl)-5-bromopyridin-2(1H)-one), COC1=C(C=C(C=C1)B(O)O)NS(=O)(=O)C (4-methoxy-3-(methylsulfonamido)phenylboronic acid). Product: ClC1=CC=C(CN2C=C(C=CC2=O)C=2C=CC(=C(C2)NS(=O)(=O)C)OC)C=C1 (N-(5-(1-(4-chlorobenzyl)-6-oxo-1,6-dihydropyridin-3-yl)-2-methoxyphenyl)methanesulphonamide). The yield is 17.2%. As a reaction SMILES: [Cl:1][C:2]1[CH:16]=[CH:15][C:5]([CH2:6][N:7]2[CH:12]=[C:11](Br)[CH:10]=[CH:9][C:8]2=[O:14])=[CH:4][CH:3]=1.[CH3:17][O:18][C:19]1[CH:24]=[CH:23][C:22](B(O)O)=[CH:21][C:20]=1[NH:28][S:29]([CH3:32])(=[O:31])=[O:30]>>[Cl:1][C:2]1[CH:16]=[CH:15][C:5]([CH2:6][N:7]2[C:8](=[O:14])[CH:9]=[CH:10][C:11]([C:22]3[CH:23]=[CH:24][C:19]([O:18][CH3:17])=[C:20]([NH:28][S:29]([CH3:32])(=[O:30])=[O:31])[CH:21]=3)=[CH:12]2)=[CH:4][CH:3]=1. Procedure: According to Scheme 3 Method A: The title compound was prepared from 1-(4-chlorobenzyl)-5-bromopyridin-2(1H)-one (1 eq, 1.80 mmol, 0.55 g, Example 2 Step 1) and 4-methoxy-3-(methylsulfonamido)phenylboronic acid (1.1 eq, 2.00 mmol, 0.49 g) according to the procedure described for Example 1 Step 3. Reaction conditions: 4 hours at 80° C. The crude product was purified by flash chromatography over silica gel (AIT Flashsmart prepacked column 25 g SiO2) using CH2Cl2/AcOEt (90/10) then recrystallized f... The reactants are CCOC(=O)NC(=O)CC#N, CC(=O)[O-], CC(=O)O, Cl, O=N[O-], COc1cc(N)ccc1C(C#N)c1ccc(Cl)cc1, [Na+], [Na+], O. Yields the product CCOC(=O)NC(=O)C(C#N)=NNc1ccc(C(C#N)c2ccc(Cl)cc2)c(OC)c1. RXN SMILES: [C:30](#[N:31])[CH2:32][C:33](=[O:34])[NH:35][C:36]([O:37][CH2:38][CH3:39])=[O:40].[CH3:26][C:27](=[O:28])[O-:29].[CH3:42][C:43](=[O:44])[OH:45].[ClH:20].[N:21]([O-:22])=[O:23].[NH2:1][c:2]1[cH:3][c:4]([O:18][CH3:19])[c:5]([CH:8]([C:9]#[N:10])[c:11]2[cH:12][cH:13][c:14]([Cl:17])[cH:15][cH:16]2)[cH:6][cH:7]1.[Na+:24].[Na+:25].[OH2:41]>>[NH:1]([c:2]1[cH:3][c:4]([O:18][CH3:19])[c:5]([CH:8]([C:9]#[N:10])[c:11]2[cH:12][cH:13][c:14]([Cl:17])[cH:15][cH:16]2)[cH:6][cH:7]1)[N:21]=[C:32]([C:30]#[N:31])[C:33](=[O:34])[NH:35][C:36]([O:37][CH2:38][CH3:39])=[O:40]. Reactants: C(OCC)(OCC)OCC (Triethyl orthoformate), C(C)(=O)O[C@H]1CC([C@]2(CC)[C@@H]1[C@@H]1CCC3=CC(CC[C@@H]3[C@H]1CC2)=O)=O (15α-acetoxy-18-methyl-estr-4-en-3,17-dione). Reagents/catalysts: C1(=CC=C(C=C1)S(=O)(=O)O)C (p-Toluenesulfonic acid). Solvent: CCO (EtOH). Run at time 1 hour. Product: C(C)(=O)O[C@H]1CC([C@]2(CC)[C@@H]1[C@@H]1CC=C3C=C(CC[C@@H]3[C@H]1CC2)OCC)=O (15α-acetoxy-3-ethoxy-18-methyl-estra-3,5-dien-17-one). The yield is 97.2%. As a reaction SMILES: C(OCC)(OCC)O[CH2:3][CH3:4].[C:11]([O:14][C@@H:15]1[C@H:21]2[C@H:22]3[C@H:31]([CH2:32][CH2:33][C@:18]2([CH2:19][CH3:20])[C:17](=[O:35])[CH2:16]1)[C@@H:30]1[C:25](=[CH:26][C:27](=[O:34])[CH2:28][CH2:29]1)[CH2:24][CH2:23]3)(=[O:13])[CH3:12]>CCO.C1(C)C=CC(S(O)(=O)=O)=CC=1>[C:11]([O:14][C@@H:15]1[C@H:21]2[C@H:22]3[C@H:31]([CH2:32][CH2:33][C@:18]2([CH2:19][CH3:20])[C:17](=[O:35])[CH2:16]1)[C@@H:30]1[C:25]([CH:26]=[C:27]([O:34][CH2:3][CH3:4])[CH2:28][CH2:29]1)=[CH:24][CH2:23]3)(=[O:13])[CH3:12]. Procedure: Triethyl orthoformate (30 ml, 180 mmol) and p-Toluenesulfonic acid (300 mg, 1.57 mmol) were added to a suspension of 15α-acetoxy-18-methyl-estr-4-en-3,17-dione (30 g, 87 mmol) in EtOH (180 ml). The mixture was stirred at room temperature for 1 h, and then cooled to 0° C. The precipitate was filtered, washed with cooled ethanol and dried under vacuum to afford 15α-acetoxy-3-ethoxy-18-methyl-estra-3,5-dien-17-one (31.5 g, yield: 97%). The yield is 75.3%. RXN SMILES: [N+:1]([O-:4])(O)=[O:2].[OH:5][CH2:6][CH:7]1[O:20][C:10]2=[C:11]3[C:16](=[CH:17][CH:18]=[C:9]2[CH2:8]1)[NH:15][C:14](=[O:19])[CH:13]=[CH:12]3>O>[OH:5][CH2:6][C:7]1([N+:1]([O-:4])=[O:2])[O:20][C:10]2=[C:11]3[C:16](=[CH:17][CH:18]=[C:9]2[CH2:8]1)[NH:15][C:14](=[O:19])[CH:13]=[CH:12]3. Product: OCC1(CC=2C(=C3C=CC(NC3=CC2)=O)O1)[N+](=O)[O-] (2-hydroxymethyl-nitro-2,3,6,7-tetrahydrofuro[2,3-f]quinoline-7-one). The reactants are [N+](=O)(O)[O-] (Nitric acid), OCC1CC=2C(=C3C=CC(NC3=CC2)=O)O1 (2-hydroxymethyl-2,3,6,7-tetrahydrofuro[2,3-f]quinoline-7-one). Run at time 20 minute. Run in O (water). Reported procedure: 70% Nitric acid (10 ml, d=1.42) was added dropwise to 2-hydroxymethyl-2,3,6,7-tetrahydrofuro[2,3-f]quinoline-7-one while cooling on ice, and the mixture was stirred at the same temperature for 20 minutes. The reaction mixture was poured into ice and water (200 ml), and precipitated crystals were collected by filtration. After drying with air, recrystallization was performed using methanol to obtain 3.0 g of 2-hydroxymethyl-nitro-2,3,6,7-tetrahydrofuro[2,3-f]quinoline-7-one as yellowish brown pri... Starting materials: C(C)(C)(C)OC(N(C=1N=CSC1)S(=O)(=O)C1=C(C=C(C(=C1)Cl)OC=1C=NC(=CC1C=1C=NN(C1)C)C1=C(C=CC=C1)F)F)=O (tert-butyl((5-chloro-2-fluoro-4-((6-(2-fluorophenyl)-4-(1-methyl-1H-pyrazol-4-yl)pyridin-3-yl)oxy)phenyl)sulfonyl)(thiazol-4-yl)carbamate), FC(C(=O)O)(F)F (trifluoroacetic acid). Solvent: ClCCl (dichloromethane). Run at time 5 hour. Product: FC(C(=O)O)(F)F.ClC=1C(=CC(=C(C1)S(=O)(=O)NC=1N=CSC1)F)OC=1C=NC(=CC1C=1C=NN(C1)C)C1=C(C=CC=C1)F (5-chloro-2-fluoro-4-((6-(2-fluorophenyl)-4-(1-methyl-1H-pyrazol-4-yl)pyridin-3-yl)oxy)-N-(thiazol-4-yl)benzenesulfonamide 2,2,2-trifluoroacetate). The yield is 35.0%. Reaction SMILES: C(OC(=O)[N:7]([S:13]([C:16]1[CH:21]=[C:20]([Cl:22])[C:19]([O:23][C:24]2[CH:25]=[N:26][C:27]([C:36]3[CH:41]=[CH:40][CH:39]=[CH:38][C:37]=3[F:42])=[CH:28][C:29]=2[C:30]2[CH:31]=[N:32][N:33]([CH3:35])[CH:34]=2)=[CH:18][C:17]=1[F:43])(=[O:15])=[O:14])[C:8]1[N:9]=[CH:10][S:11][CH:12]=1)(C)(C)C.[F:45][C:46]([F:51])([F:50])[C:47]([OH:49])=[O:48]>ClCCl>[F:45][C:46]([F:51])([F:50])[C:47]([OH:49])=[O:48].[Cl:22][C:20]1[C:19]([O:23][C:24]2[CH:25]=[N:26][C:27]([C:36]3[CH:41]=[CH:40][CH:39]=[CH:38][C:37]=3[F:42])=[CH:28][C:29]=2[C:30]2[CH:31]=[N:32][N:33]([CH3:35])[CH:34]=2)=[CH:18][C:17]([F:43])=[C:16]([S:13]([NH:7][C:8]2[N:9]=[CH:10][S:11][CH:12]=2)(=[O:14])=[O:15])[CH:21]=1 |f:3.4|. Procedure: 20 mg (0.03 mmol) of tert-butyl((5-chloro-2-fluoro-4-((6-(2-fluorophenyl)-4-(1-methyl-1H-pyrazol-4-yl)pyridin-3-yl)oxy)phenyl)sulfonyl)(thiazol-4-yl)carbamate was dissolved in 3 mL of dichloromethane, and 30 uL of trifluoroacetic acid was added thereto, followed by stirring at room temperature for 5 hours. After completion of the reaction as checked by TLC, the solvent was removed to obtain 7.0 mg (35% yield) of the title compound. The reactants are C(C)(C)(C)OC(=O)N1C(CCC2=C3O[C@@H](CCC3=CC=C12)CO)O ((6S)-2-hydroxy-6-hydroxymethyl-3,4,7,8-tetrahydro-2H,6H-5-oxa-1-aza-phenanthrene-1-carboxylic acid tert-butyl ester). Solvent: ClC1=C(C=CC=C1)Cl (o-dichlorobenzene). Product: N1=CC=CC2=C3O[C@@H](CCC3=CC=C12)CO ((6S)-(7,8-Dihydro-6H-5-oxa-1-aza-phenanthren-6-yl)-methanol). Isolated yield 69.7%. As a reaction SMILES: C(OC([N:8]1[C:21]2[C:12](=[C:13]3[C:18](=[CH:19][CH:20]=2)[CH2:17][CH2:16][C@@H:15]([CH2:22][OH:23])[O:14]3)[CH2:11][CH2:10][CH:9]1O)=O)(C)(C)C>ClC1C=CC=CC=1Cl>[N:8]1[C:21]2[C:12](=[C:13]3[C:18](=[CH:19][CH:20]=2)[CH2:17][CH2:16][C@@H:15]([CH2:22][OH:23])[O:14]3)[CH:11]=[CH:10][CH:9]=1. Reported procedure: A solution of (6S)-2-hydroxy-6-hydroxymethyl-3,4,7,8-tetrahydro-2H,6H-5-oxa-1-aza-phenanthrene-1-carboxylic acid tert-butyl ester (0.33 mg, 1.0 mmole) in o-dichlorobenzene (15 mL) was stirred at 180° C. for 4 hours. The solvent was removed in vacuum. The residue was purified by column chromatography on silica gel (50% methylene chloride/hexane) to afford 0.15 g (71%) of the title compound as a solid, mp 128° C., [α]25D=+74.19° (c=7.7, DMSO).